describe an organic reaction: reactants, conditions, products, and yield From a dataset of the Open Reaction Database (ORD), a public repository of structured organic reaction records. The reactants are CC(C)(C)OO, OCC=CC#CC#CC#Cc1ccccc1, c1ccccc1. Product: OCC1OC1C#CC#CC#Cc1ccccc1. Reaction SMILES: [C:17]([CH3:19])([CH3:20])([O:21][OH:18])[CH3:22].[c:1]1([C:7]#[C:8][C:9]#[C:10][C:11]#[C:12][CH:13]=[CH:14][CH2:15][OH:16])[cH:2][cH:3][cH:4][cH:5][cH:6]1.[cH:23]1[cH:24][cH:25][cH:26][cH:27][cH:28]1>>[c:1]1([C:7]#[C:8][C:9]#[C:10][C:11]#[C:12][CH:13]2[CH:14]([CH2:15][OH:16])[O:21]2)[cH:2][cH:3][cH:4][cH:5][cH:6]1. The reactants are NC=1SC(=C(N1)C)C(=O)NCCC#N (2-amino-N-(2-cyanoethyl)-4-methylthiazole-5-carboxamide), NC=1SC(=C(N1)C)C(=O)NCC (2-amino-N-ethyl-4-methylthiazole-5-carboxamide), C(C1=CC=CC=C1)C1=CC=C(C(=O)Cl)C=C1 (4-benzylbenzoyl chloride). Yields the product C(C1=CC=CC=C1)C1=CC=C(C(=O)NC=2SC(=C(N2)C)C(=O)NCCC#N)C=C1 (2-(4-Benzylbenzamido)-N-(2-cyanoethyl)-4-methylthiazole-5-carboxamide). As a reaction SMILES: [NH2:1][C:2]1[S:3][C:4]([C:8]([NH:10][CH2:11][CH2:12][C:13]#[N:14])=[O:9])=[C:5]([CH3:7])[N:6]=1.NC1SC(C(NCC)=O)=C(C)N=1.[CH2:27]([C:34]1[CH:42]=[CH:41][C:37]([C:38](Cl)=[O:39])=[CH:36][CH:35]=1)[C:28]1[CH:33]=[CH:32][CH:31]=[CH:30][CH:29]=1>>[CH2:27]([C:34]1[CH:35]=[CH:36][C:37]([C:38]([NH:1][C:2]2[S:3][C:4]([C:8]([NH:10][CH2:11][CH2:12][C:13]#[N:14])=[O:9])=[C:5]([CH3:7])[N:6]=2)=[O:39])=[CH:41][CH:42]=1)[C:28]1[CH:29]=[CH:30][CH:31]=[CH:32][CH:33]=1. Reported procedure: Following the procedure as described in Example 20, making variation only as required to use 2-amino-N-(2-cyanoethyl)-4-methylthiazole-5-carboxamide to replace 2-amino-N-ethyl-4-methylthiazole-5-carboxamide to react with 4-benzylbenzoyl chloride, the title compound was obtained; 1H NMR (CD3OD, 400 MHz) δ 7.90 (d, J=8.1 Hz, 2H), 7.35 (d, J=8.6 Hz, 2H), 7.27-7.10 (m, 5H), 4.03 (s, 2H), 3.54 (t, J=6.6 Hz, 2H), 2.73 (t, J=6.6 Hz, 2H), 2.54 (s, 3H), 2.32 (s, 1H); MS (ES+) m/z 405 (M+1).